From a dataset of the Open Reaction Database (ORD), a public repository of structured organic reaction records. describe an organic reaction: reactants, conditions, products, and yield The reactants are ClC=1C=NC=C(C1CC1=NN=C(C2=CC(=CC=C12)OC)C(=O)N)Cl (4-(3,5-dichloro-pyridin-4-ylmethyl)-7-methoxy-phthalazine-1-carboxylic acid amide), FC(C(=O)OC(C(F)(F)F)=O)(F)F (trifluoroacetic anhydride). Solvent: N1=CC=CC=C1 (pyridine). The product is ClC=1C=NC=C(C1CC1=NN=C(C2=CC(=CC=C12)OC)C#N)Cl (4-(3,5-Dichloro-pyridin-4-ylmethyl)-7-methoxy-phthalazine-1-carbonitrile). The yield is 32.7%. Reaction SMILES: [Cl:1][C:2]1[CH:3]=[N:4][CH:5]=[C:6]([Cl:24])[C:7]=1[CH2:8][C:9]1[C:18]2[C:13](=[CH:14][C:15]([O:19][CH3:20])=[CH:16][CH:17]=2)[C:12]([C:21]([NH2:23])=O)=[N:11][N:10]=1.FC(F)(F)C(OC(=O)C(F)(F)F)=O>N1C=CC=CC=1>[Cl:1][C:2]1[CH:3]=[N:4][CH:5]=[C:6]([Cl:24])[C:7]=1[CH2:8][C:9]1[C:18]2[C:13](=[CH:14][C:15]([O:19][CH3:20])=[CH:16][CH:17]=2)[C:12]([C:21]#[N:23])=[N:11][N:10]=1. Procedure: A solution of 4-(3,5-dichloro-pyridin-4-ylmethyl)-7-methoxy-phthalazine-1-carboxylic acid amide (1.06 g, 2.92 mmoles), prepared as described in example 109, in pyridine (80 ml) and trifluoroacetic anhydride (1.65 ml, 11.67 mmoles), under dry N2 at room temperature, was stirred for 3 hours, then dried, taken up in CH2Cl2, washed with citric acid, 5% NaOH and water. The organic phase was anhydrified and dried to give a solid which was flash chromatographed (eluent: CH2Cl2/CH3OH 99:1) to give 0.33 ... Reactants: N(=C=O)C(C(=O)OCC)=CN(C)C (Ethyl 2-isocyanato-3-(dimethylamino)-propenoate), NC1=CC=CC=C1 (aniline). Reaction SMILES: [N:1]([C:4](=[CH:10][N:11]([CH3:13])[CH3:12])[C:5]([O:7][CH2:8][CH3:9])=[O:6])=[C:2]=[O:3].[NH2:14][C:15]1[CH:20]=[CH:19][CH:18]=[CH:17][CH:16]=1>C1(C)C=CC=CC=1>[C:5]([C:4]([NH:1][C:2]([NH:14][C:15]1[CH:20]=[CH:19][CH:18]=[CH:17][CH:16]=1)=[O:3])=[CH:10][N:11]([CH3:12])[CH3:13])([O:7][CH2:8][CH3:9])=[O:6]. Run in C1(=CC=CC=C1)C (toluene). The product is C(=O)(OCC)C(=CN(C)C)NC(=O)NC1=CC=CC=C1 (N-(1-Carboethoxy-2-dimethylaminovinyl)-N'-phenyl urea). Conditions: time 30 minute. Reported procedure: To a solution of Ethyl 2-isocyanato-3-(dimethylamino)-propenoate (5.52 g) in toluene (250 mL) was added aniline (2.79 g). The reaction was stirred at room temperature for 30 min. The resulting solid was collected and dried to yield N-(1-Carboethoxy-2-dimethylaminovinyl)-N'-phenyl urea as a white solid. Reactants: CC#N, NCCO, O, CC(C)Oc1c(-c2ccc3c(c2)C(N2Cc4ccccc4C2=O)C(O)C(C)(C)O3)c(=O)c1=O. Yields the product CC1(C)Oc2ccc(-c3c(NCCO)c(=O)c3=O)cc2C(N2Cc3ccccc3C2=O)C1O. As a reaction SMILES: [CH3:38][C:39]#[N:40].[NH2:34][CH2:35][CH2:36][OH:37].[OH2:41].[OH:1][CH:2]1[C:3]([CH3:32])([CH3:33])[O:4][c:5]2[cH:6][cH:7][c:8](-[c:22]3[c:23](=[O:31])[c:24](=[O:30])[c:25]3[O:26][CH:27]([CH3:28])[CH3:29])[cH:9][c:10]2[CH:11]1[N:12]1[C:13](=[O:21])[c:14]2[cH:15][cH:16][cH:17][cH:18][c:19]2[CH2:20]1>>[OH:1][CH:2]1[C:3]([CH3:32])([CH3:33])[O:4][c:5]2[cH:6][cH:7][c:8](-[c:22]3[c:23](=[O:31])[c:24](=[O:30])[c:25]3[NH:34][CH2:35][CH2:36][OH:37])[cH:9][c:10]2[CH:11]1[N:12]1[C:13](=[O:21])[c:14]2[cH:15][cH:16][cH:17][cH:18][c:19]2[CH2:20]1. Reactants: C1(CCC1)N1CCC2=C(CC1)C=CC(=C2)OC2=NC=C(C=C2)I (3-cyclobutyl-7-[(5-iodo-2-pyridinyl)oxy]-2,3,4,5-tetrahydro-1H-3-benzazepine), N1C(CCCC1)=O (2-piperidinone), C1(CCC1)N1CCC2=C(CC1)C=CC(=C2)OC2=CC=C(C=N2)N2C(CCC2)=O (1-{6-[(3-Cyclobutyl-2,3,4,5-tetrahydro-1H-3-benzazepin-7-yl)oxy]-3-pyridinyl}-2-pyrrolidinone). Yields the product C1(CCC1)N1CCC2=C(CC1)C=CC(=C2)OC2=CC=C(C=N2)N2C(CCCC2)=O (1-{6-[(3-Cyclobutyl-2,3,4,5-tetrahydro-1H-3-benzazepin-7-yl)oxy]-3-pyridinyl}-2-piperidinone). Reaction SMILES: [CH:1]1([N:5]2[CH2:11][CH2:10][C:9]3[CH:12]=[CH:13][C:14]([O:16][C:17]4[CH:22]=[CH:21][C:20](I)=[CH:19][N:18]=4)=[CH:15][C:8]=3[CH2:7][CH2:6]2)[CH2:4][CH2:3][CH2:2]1.[NH:24]1[CH2:29][CH2:28][CH2:27][CH2:26][C:25]1=[O:30].C1(N2CCC3C=CC(OC4N=CC(N5CCCC5=O)=CC=4)=CC=3CC2)CCC1>>[CH:1]1([N:5]2[CH2:11][CH2:10][C:9]3[CH:12]=[CH:13][C:14]([O:16][C:17]4[N:18]=[CH:19][C:20]([N:24]5[CH2:29][CH2:28][CH2:27][CH2:26][C:25]5=[O:30])=[CH:21][CH:22]=4)=[CH:15][C:8]=3[CH2:7][CH2:6]2)[CH2:4][CH2:3][CH2:2]1. Procedure details: Example 218 (E218) was prepared from 3-cyclobutyl-7-[(5-iodo-2-pyridinyl)oxy]-2,3,4,5-tetrahydro-1H-3-benzazepine (E207) and 2-piperidinone using the method described for Example 217 (E217); MS (ES+) m/e 392 [M+H]+. Reactants: FC1=C(C=C(C=C1)F)[C@@H]1N(CCC1)C=1C=CC=2N(N1)C(=CN2)NC(=O)N2CCN(CC2)C(=O)OC(C)(C)C ((R)-tert-butyl 4-(6-(2-(2,5-difluorophenyl)pyrrolidin-1-yl)imidazo[1,2-b]pyridazin-3-ylcarbamoyl)piperazine-1-carboxylate), Cl (HCl). Solvent: C(Cl)Cl (DCM). Run at time 8 hour. Yields the product Cl.FC1=C(C=C(C=C1)F)[C@@H]1N(CCC1)C=1C=CC=2N(N1)C(=CN2)NC(=O)N2CCNCC2 ((R)—N-(6-(2-(2,5-difluorophenyl)pyrrolidin-1-yl)imidazo[1,2-b]pyridazin-3-yl)piperazine-1-carboxamide hydrochloride). RXN SMILES: [F:1][C:2]1[CH:7]=[CH:6][C:5]([F:8])=[CH:4][C:3]=1[C@H:9]1[CH2:13][CH2:12][CH2:11][N:10]1[C:14]1[CH:15]=[CH:16][C:17]2[N:18]([C:20]([NH:23][C:24]([N:26]3[CH2:31][CH2:30][N:29](C(OC(C)(C)C)=O)[CH2:28][CH2:27]3)=[O:25])=[CH:21][N:22]=2)[N:19]=1.[ClH:39]>C(Cl)Cl>[ClH:39].[F:1][C:2]1[CH:7]=[CH:6][C:5]([F:8])=[CH:4][C:3]=1[C@H:9]1[CH2:13][CH2:12][CH2:11][N:10]1[C:14]1[CH:15]=[CH:16][C:17]2[N:18]([C:20]([NH:23][C:24]([N:26]3[CH2:27][CH2:28][NH:29][CH2:30][CH2:31]3)=[O:25])=[CH:21][N:22]=2)[N:19]=1 |f:3.4|. Procedure details: (R)-tert-butyl 4-(6-(2-(2,5-difluorophenyl)pyrrolidin-1-yl)imidazo[1,2-b]pyridazin-3-ylcarbamoyl)piperazine-1-carboxylate (Example 15; 10 mg, 0.019 mmol) was dissolved in 0.2 mL DCM, followed by addition of 0.5 mL 4 N HCl (dioxane) solution in one portion. After stirring at ambient temperature overnight, the reaction was concentrated to yield the final product salt form as a light yellowish solid. MS (apci) m/z=428.2 (M+H). The reactants are COC(C1=C(N=C(C=C1C)C1=CC(=CC=C1)C(F)(F)F)OC)=O (2-methoxy-4-methyl-6-(3-trifluoromethyl-phenyl)-nicotinic acid methyl ester), ClC1=C(C=C(C(=N1)C(=O)N1CCC(CC1)N1CCCC1)C)C1=CC(=CC=C1)C(F)(F)F ([6-Chloro-3-methyl-5-(3-trifluoromethyl-phenyl)-pyridin-2-yl]-(4-pyrrolidin-1-yl-piperidin-1-yl)-methanone), COC1=NC=C(C=N1)B(O)O (2-methoxypyrimidin-5-yl-boronic acid). Yields the product COC1=NC=C(C=N1)C1=C(C=C(C(=N1)C(=O)N1CCC(CC1)N1CCCC1)C)C1=CC(=CC=C1)C(F)(F)F ([6-(2-Methoxy-pyrimidin-5-yl)-3-methyl-5-(3-trifluoromethyl-phenyl)-pyridin-2-yl]-(4-pyrrolidin-1-yl-piperidin-1-yl)-methanone). As a reaction SMILES: COC(=O)C1C(C)=CC(C2C=CC=C(C(F)(F)F)C=2)=NC=1OC.Cl[C:25]1[N:30]=[C:29]([C:31]([N:33]2[CH2:38][CH2:37][CH:36]([N:39]3[CH2:43][CH2:42][CH2:41][CH2:40]3)[CH2:35][CH2:34]2)=[O:32])[C:28]([CH3:44])=[CH:27][C:26]=1[C:45]1[CH:50]=[CH:49][CH:48]=[C:47]([C:51]([F:54])([F:53])[F:52])[CH:46]=1.[CH3:55][O:56][C:57]1[N:62]=[CH:61][C:60](B(O)O)=[CH:59][N:58]=1>>[CH3:55][O:56][C:57]1[N:62]=[CH:61][C:60]([C:25]2[N:30]=[C:29]([C:31]([N:33]3[CH2:38][CH2:37][CH:36]([N:39]4[CH2:43][CH2:42][CH2:41][CH2:40]4)[CH2:35][CH2:34]3)=[O:32])[C:28]([CH3:44])=[CH:27][C:26]=2[C:45]2[CH:50]=[CH:49][CH:48]=[C:47]([C:51]([F:54])([F:53])[F:52])[CH:46]=2)=[CH:59][N:58]=1. Procedure: In analogy to the procedure described for the preparation of intermediate 5C, [6-chloro-3-methyl-5-(3-trifluoromethyl-phenyl)-pyridin-2-yl]-(4-pyrrolidin-1-yl-piperidin-1-yl)-methanone (example 3) was reacted with 2-methoxypyrimidin-5-yl-boronic acid to give the title compound as light brown amorphous solid. MS: 526.2 (MH+). The reactants are [NH4+].C(#N)C(CCC(=O)[O-])=C (4-cyano-4-pentenoic acid ammonium salt), Cl (HCl). Reaction conditions: temperature -78 celsius. Product: C(#N)C(CCC(=O)O)=C (4-cyano-4-pentenoic acid). Yield: 60.0%. RXN SMILES: [NH4+].[C:2]([C:4](=[CH2:10])[CH2:5][CH2:6][C:7]([O-:9])=[O:8])#[N:3].Cl>>[C:2]([C:4](=[CH2:10])[CH2:5][CH2:6][C:7]([OH:9])=[O:8])#[N:3] |f:0.1|. Procedure: A 100-mL portion of the filtrate containing the 4-cyano-4-pentenoic acid ammonium salt product mixture described above was adjusted to pH 2.7 with 6N HCl, then saturated with sodium chloride and extracted with 4×100 mL of ethyl ether. The combined organic extracts were dried over magnesium sulfate, filtered, and the volume of the combined extracts reduced to 100 mL by rotary evaporation at reduced pressure at 28° C. To the ether solution was added 200 mL of hexane, and the resulting solution coo... Starting materials: ClC=1C=CC(=C(C1)C=1N=C(C2=C(N1)N=C(C=C2)F)O)F (2-(5-chloro-2-fluoro-phenyl)-7-fluoro-pyrido[2,3-d]pyrimidin-4-ol), CN(CCN)C (2-dimethylamino-ethylamine). The solvent is C(C)(C)O (iso-propanol). Yields the product ClC=1C=CC(=C(C1)C=1N=C(C2=C(N1)N=C(C=C2)NCCN(C)C)O)F (2-(5-Chloro-2-fluoro-phenyl)-7-(2-dimethylamino-ethylamino)-pyrido[2,3-d]pyrimidin-4-ol). Reaction SMILES: [Cl:1][C:2]1[CH:3]=[CH:4][C:5]([F:20])=[C:6]([C:8]2[N:9]=[C:10]([OH:19])[C:11]3[CH:17]=[CH:16][C:15](F)=[N:14][C:12]=3[N:13]=2)[CH:7]=1.[CH3:21][N:22]([CH3:26])[CH2:23][CH2:24][NH2:25]>C(O)(C)C>[Cl:1][C:2]1[CH:3]=[CH:4][C:5]([F:20])=[C:6]([C:8]2[N:9]=[C:10]([OH:19])[C:11]3[CH:17]=[CH:16][C:15]([NH:25][CH2:24][CH2:23][N:22]([CH3:26])[CH3:21])=[N:14][C:12]=3[N:13]=2)[CH:7]=1. Procedure: To a solution of 2-(5-chloro-2-fluoro-phenyl)-7-fluoro-pyrido[2,3-d]pyrimidin-4-ol (0.16 g) in iso-propanol (20 mL) was added 2-dimethylamino-ethylamine (0.051 g). The mixture was heated to reflux for 1 h and the mixture was reduced in volume to afford a precipitate that was filtered and dried. The isolated solid, 2-(5-Chloro-2-fluoro-phenyl)-7-(2-dimethylamino-ethylamino)-pyrido[2,3-d]pyrimidin-4-ol, was used without further purification. RXN SMILES: [C:1]([O-:6])(=[O:5])[C:2]([CH3:4])=[O:3].[Na+].[CH3:8][O:9][C:10]1[CH:11]=[CH:12][C:13]([CH:16]=O)=[CH:14][CH:15]=1>[OH-].[Na+]>[CH3:8][O:9][C:10]1[CH:11]=[CH:12][C:13]([CH:16]=[CH:4][C:2](=[O:3])[C:1]([OH:6])=[O:5])=[CH:14][CH:15]=1 |f:0.1,3.4|. Solvent: [OH-].[Na+] (sodium hydroxide). Conditions: temperature 0 celsius. Product: COC1=CC=C(C=C1)C=CC(C(=O)O)=O (4-(p-Methoxyphenyl)-2-Oxo-3-Butenoic Acid). Procedure: Sodium pyruvate (24.2 g, 0.22 mol) was dissolved in 200 ml 1N aqueous sodium hydroxide at 20° C. To this solution there was added anisaldehyde (27.4 g, 0.20 mol) at 0.2 ml/min. The solution was aged twenty-four hours at 20° C., cooled at 0° C. and acidified with 6N NCl to pH 1.0 while maintaining a temperature of 0° C. The 4-(p-methoxyphenyl)-2-oxo-3-butenoic acid product was then extracted with 500 ml ethyl acetate and isolated as a yellow solid by concentration under vacuum. The yield by HPLC ... Starting materials: C(C(=O)C)(=O)[O-].[Na+] (Sodium pyruvate), COC=1C=CC(=CC1)C=O (anisaldehyde).